This data is from the Open Reaction Database (ORD), a public repository of structured organic reaction records. The task is: describe an organic reaction: reactants, conditions, products, and yield The reactants are BrC=1C=2N(C=CC1)N=C(N2)N (8-bromo-[1,2,4]triazolo[1,5-a]pyridin-2-ylamine), CN(S(=O)(=O)C)C1=C(C=CC=C1)B1OC(C(O1)(C)C)(C)C (N-methyl-N-[2-(4,4,5,5-tetramethyl-1,3,2-dioxaborolan-2-yl)-phenyl]-methanesulfonamide). Product: NC1=NN2C(C(=CC=C2)C2=C(C=CC=C2)N(S(=O)(=O)C)C)=N1 (N-[2-(2-Amino-[1,2,4]triazolo[1,5-a]pyridin-8-yl)-phenyl]-N-methyl-methanesulfonamide), solid. Yield: 51.0%. RXN SMILES: Br[C:2]1[C:3]2[N:4]([N:8]=[C:9]([NH2:11])[N:10]=2)[CH:5]=[CH:6][CH:7]=1.[CH3:12][N:13]([C:18]1[CH:23]=[CH:22][CH:21]=[CH:20][C:19]=1B1OC(C)(C)C(C)(C)O1)[S:14]([CH3:17])(=[O:16])=[O:15]>>[NH2:11][C:9]1[N:10]=[C:3]2[C:2]([C:19]3[CH:20]=[CH:21][CH:22]=[CH:23][C:18]=3[N:13]([CH3:12])[S:14]([CH3:17])(=[O:16])=[O:15])=[CH:7][CH:6]=[CH:5][N:4]2[N:8]=1. Reported procedure: N-[2-(2-Amino-[1,2,4]triazolo[1,5-a]pyridin-8-yl)-phenyl]-N-methyl-methanesulfonamide was prepared from 8-bromo-[1,2,4]triazolo[1,5-a]pyridin-2-ylamine (625.0 mg, 2.934 mmol) and N-methyl-N-[2-(4,4,5,5-tetramethyl-1,3,2-dioxaborolan-2-yl)-phenyl]-methanesulfonamide (1000.0 mg, 3.2133 mmol) in a manner analogous to Example 2c. Product was isolated as white solid (0.479 g, 51%). 1H NMR (400 MHz, (D3C)2SO, δ, ppm): 8.52 (d, J=6.5 Hz, 1H), 7.62 (d, J=7.4 Hz, 1H), 7.55-7.42 (m, 3H), 7.35 (d, J=7.2 Hz... Starting materials: C(C)OC(=O)C=1NN=C(C1)C(O[SiH2]C(C)(C)C)(C1=CC=CC=C1)C1=CC=CC=C1 (5-(tert-Butyl-diphenyl-silanyloxymethyl)-2H-pyrazole-3-carboxylic acid ethyl ester), BrCC(=O)NC1=NC=C(C=C1)Cl (2-Bromo-N-(5-chloro-pyridin-2-yl)-acetamide), O (water). The solvent is CN(C)C=O (DMF). Run at time 3 hour. Yields the product C(C)OC(=O)C1=NN(C(=C1)C(O[SiH2]C(C)(C)C)(C1=CC=CC=C1)C1=CC=CC=C1)CC(NC1=NC=C(C=C1)Cl)=O (5-(tert-Butyl-diphenyl-silanyloxymethyl)-1-[(5-chloro-pyridin-2-ylcarbamoyl)-methyl]-1H-pyrazole -3-carboxylic acid ethyl ester). As a reaction SMILES: [CH2:1]([O:3][C:4]([C:6]1[NH:7][N:8]=[C:9]([C:11]([C:24]2[CH:29]=[CH:28][CH:27]=[CH:26][CH:25]=2)([C:18]2[CH:23]=[CH:22][CH:21]=[CH:20][CH:19]=2)[O:12][SiH2:13][C:14]([CH3:17])([CH3:16])[CH3:15])[CH:10]=1)=[O:5])[CH3:2].Br[CH2:31][C:32]([NH:34][C:35]1[CH:40]=[CH:39][C:38]([Cl:41])=[CH:37][N:36]=1)=[O:33].O>CN(C=O)C>[CH2:1]([O:3][C:4]([C:6]1[CH:10]=[C:9]([C:11]([C:24]2[CH:25]=[CH:26][CH:27]=[CH:28][CH:29]=2)([C:18]2[CH:23]=[CH:22][CH:21]=[CH:20][CH:19]=2)[O:12][SiH2:13][C:14]([CH3:17])([CH3:15])[CH3:16])[N:8]([CH2:31][C:32](=[O:33])[NH:34][C:35]2[CH:40]=[CH:39][C:38]([Cl:41])=[CH:37][N:36]=2)[N:7]=1)=[O:5])[CH3:2]. Reported procedure: To a solution of 5 g 5-(tert-Butyl-diphenyl-silanyloxymethyl)-2H-pyrazole-3-carboxylic acid ethyl ester in 10 ml DMF 4 g Cs2CO3 and 3 g 2-Bromo-N-(5-chloro-pyridin-2-yl)-acetamide were added and the mixture was stirred for 3 h. Then 10 ml of water were added and the mixture was extracted with ethyl acetate (2×50 ml). The combined organic layers were dried over MgSO4, filtered and concentrated under reduced pressure. Inspection of the TLC and HPLC/MS indicated that a 1:1 mixture of the desired pr... The reactants are BrCCc1ccccc1, O=C([O-])[O-], [K+], [K+], O=C(NC1CCNC1)C12CC3CC(CC(C3)C1)C2, CN(C)C=O. Yields the product O=C(NC1CCN(CCc2ccccc2)C1)C12CC3CC(CC(C3)C1)C2. As a reaction SMILES: [Br:19][CH2:20][CH2:21][c:22]1[cH:23][cH:24][cH:25][cH:26][cH:27]1.[C:28](=[O:29])([O-:30])[O-:31].[K+:32].[K+:33].[NH:1]1[CH2:2][CH:3]([NH:6][C:7](=[O:8])[C:9]23[CH2:10][CH:11]4[CH2:12][CH:13]([CH2:14][CH:15]([CH2:16]2)[CH2:17]4)[CH2:18]3)[CH2:4][CH2:5]1.[O:34]=[CH:35][N:36]([CH3:37])[CH3:38]>>[N:1]1([CH2:20][CH2:21][c:22]2[cH:23][cH:24][cH:25][cH:26][cH:27]2)[CH2:2][CH:3]([NH:6][C:7](=[O:8])[C:9]23[CH2:10][CH:11]4[CH2:12][CH:13]([CH2:14][CH:15]([CH2:16]2)[CH2:17]4)[CH2:18]3)[CH2:4][CH2:5]1.